From a dataset of the Open Reaction Database (ORD), a public repository of structured organic reaction records. describe an organic reaction: reactants, conditions, products, and yield Reactants: ClC1=CC=C(CN2C(N=C(N=C2)N2CC=C(C(C2)O)C2=CC=C(C=C2)F)=O)C=C1 (1-(4-chlorobenzyl)-4-[4-(4-fluorophenyl)-5-hydroxy-5,6-dihydropyridin-1(2H)-yl]-1,3,5-triazin-2(1H)-one), C(C)N(CC)S(F)(F)F ((diethylamino)sulfur trifluoride), resultant mixture. The solvent is ClCCl (dichloromethane), ClCCl (dichloromethane). The product is ClC1=CC=C(CN2C(N=C(N=C2)N2CC=C(C(C2)F)C2=CC=C(C=C2)F)=O)C=C1 (1-(4-Chlorobenzyl)-4-[5-fluoro-4-(4-fluorophenyl)-5,6-dihydropyridin-1(2H)-yl]-1,3,5-triazin-2(1H)-one). The yield is 42.2%. RXN SMILES: [Cl:1][C:2]1[CH:29]=[CH:28][C:5]([CH2:6][N:7]2[CH:12]=[N:11][C:10]([N:13]3[CH2:18][CH:17](O)[C:16]([C:20]4[CH:25]=[CH:24][C:23]([F:26])=[CH:22][CH:21]=4)=[CH:15][CH2:14]3)=[N:9][C:8]2=[O:27])=[CH:4][CH:3]=1.C(N(S(F)(F)[F:36])CC)C>ClCCl>[Cl:1][C:2]1[CH:29]=[CH:28][C:5]([CH2:6][N:7]2[CH:12]=[N:11][C:10]([N:13]3[CH2:18][CH:17]([F:36])[C:16]([C:20]4[CH:25]=[CH:24][C:23]([F:26])=[CH:22][CH:21]=4)=[CH:15][CH2:14]3)=[N:9][C:8]2=[O:27])=[CH:4][CH:3]=1. Procedure details: To a dichloromethane solution (1.0 mL) of 1-(4-chlorobenzyl)-4-[4-(4-fluorophenyl)-5-hydroxy-5,6-dihydropyridin-1(2H)-yl]-1,3,5-triazin-2(1H)-one (15 mg, 0.04 mmol) synthesized in Synthesis Example 90, (diethylamino)sulfur trifluoride (10 μL, 0.04 mmol) was added at 0° C. and the resultant mixture was stirred at room temperature for 1.5 hours. After the completion of the reaction, dichloromethane was added to the reaction solution and the resultant reaction solution was washed with saturated sod... Reactants: [H-].[Na+] (NaH), C(C)OC(CC1=NC=CC(=C1)Br)=O ((4-bromo-pyridin-2-yl)-acetic acid ethyl ester), BrCCBr (1,2-Dibromoethane). Run in CN(C=O)C (N,N-dimethylformamide). Run at time 10 minute. The product is C(C)OC(=O)C1(CC1)C1=NC=CC(=C1)Br (1-(4-bromo-pyridin-2-yl)-cyclopropanecarboxylic acid ethyl ester). Reaction SMILES: [H-].[Na+].[CH2:3]([O:5][C:6](=[O:15])[CH2:7][C:8]1[CH:13]=[C:12]([Br:14])[CH:11]=[CH:10][N:9]=1)[CH3:4].Br[CH2:17][CH2:18]Br>CN(C)C=O>[CH2:3]([O:5][C:6]([C:7]1([C:8]2[CH:13]=[C:12]([Br:14])[CH:11]=[CH:10][N:9]=2)[CH2:18][CH2:17]1)=[O:15])[CH3:4] |f:0.1|. Procedure details: NaH (55% in mineral oil, 0.72 g) was added to a solution of (4-bromo-pyridin-2-yl)-acetic acid ethyl ester (1.80 g) in N,N-dimethylformamide (20 mL) chilled in an ice bath. The resulting mixture was stirred for 10 min at room temperature and then cooled again in an ice bath. 1,2-Dibromoethane (0.70 mL) was added dropwise and the cooling bath was removed. The mixture was stirred at room temperature overnight. Brine was added and the resulting mixture was extracted with ethyl acetate. The combined...